The task is: describe an organic reaction: reactants, conditions, products, and yield. This data is from the Open Reaction Database (ORD), a public repository of structured organic reaction records. Reaction conditions: temperature 20 celsius, time 2 hour. Product: C(C)OP(OCC)(=O)\C=C\C=CO (E-4-Hydroxy-1,3-butadienylphosphonic acid diethylester). The solvent is O1CCCC1 (tetrahydrofuran). Reactants: C(C)OP(OCC)(=O)\C=C\C=CO[Si](C1=CC=CC=C1)(C1=CC=CC=C1)C(C)(C)C (E-4-t-butyldiphenylsilyloxy-1,3-butadienyl phosphonic diethyl ester), O.O.O.[F-].C(CCC)[N+](CCCC)(CCCC)CCCC (tetrabutylammonium fluoride trihydrate). Reported procedure: A mixture of E-4-t-butyldiphenylsilyloxy-1,3-butadienyl phosphonic diethyl ester (11 g, 26.4 mmol) and tetrabutylammonium fluoride trihydrate (10 g, 31 mmol) in tetrahydrofuran (100 ml) is stirred 2 hours at 20° C. The reaction mixture is concentrated in vacuo, diluted with ethyl acetate and washed with brine. The title product is obtained by flash chromatography on silica gel (4.6 g, 80%). As a reaction SMILES: [CH2:1]([O:3][P:4](/[CH:9]=[CH:10]/[CH:11]=[CH:12][O:13][Si](C(C)(C)C)(C1C=CC=CC=1)C1C=CC=CC=1)(=[O:8])[O:5][CH2:6][CH3:7])[CH3:2].O.O.O.[F-].C([N+](CCCC)(CCCC)CCCC)CCC>O1CCCC1>[CH2:6]([O:5][P:4](/[CH:9]=[CH:10]/[CH:11]=[CH:12][OH:13])(=[O:8])[O:3][CH2:1][CH3:2])[CH3:7] |f:1.2.3.4.5|. Reactants: [Li]C(C)(C)C (tBuLi), COC1=NC2=CC=CC=C2C=C1 (2-methoxyquinoline), CON(C(CNC(OC(C)(C)C)=O)=O)C (tert-butyl (2-(methoxy(methyl)amino)-2-oxoethyl)carbamate), C1(=C(C(=CC(=C1)C)C)Br)C (mesityl bromide). Solvent: C1CCOC1 (THF), ClCCl (dichloromethane), C1CCOC1 (THF), C1CCOC1 (THF), C1CCOC1 (THF). Conditions: temperature -78 celsius, time 1 hour. The product is COC1=NC2=CC=CC=C2C=C1C(CNC(OC(C)(C)C)=O)=O (tert-butyl (2-(2-methoxyquinolin-3-yl)-2-oxoethyl)carbamate). Reaction SMILES: C1(C)C=C(C)C=C(C)C=1Br.[Li]C(C)(C)C.[CH3:16][O:17][C:18]1[CH:27]=[CH:26][C:25]2[C:20](=[CH:21][CH:22]=[CH:23][CH:24]=2)[N:19]=1.CON(C)[C:31](=[O:41])[CH2:32][NH:33][C:34](=[O:40])[O:35][C:36]([CH3:39])([CH3:38])[CH3:37]>C1COCC1.ClCCl>[CH3:16][O:17][C:18]1[C:27]([C:31](=[O:41])[CH2:32][NH:33][C:34](=[O:40])[O:35][C:36]([CH3:37])([CH3:38])[CH3:39])=[CH:26][C:25]2[C:20](=[CH:21][CH:22]=[CH:23][CH:24]=2)[N:19]=1. Procedure details: To a solution of mesityl bromide (4 eq.) in THF (1.7 M) cooled to −78° C. was added a solution of tBuLi in THF (8 eq., 1.7 M) dropwise. The mixture was left stirring at −78° C. for 1 h. Mixture was then allowed to reach 0° C. and a solution of 2-methoxyquinoline (3 eq.) in THF (0.32 M) was added dropwise over 10 min. The resulting mixture was aged at 0° C. for 1 h, then cooled to −78° C. and added dropwise with a solution of tert-butyl (2-(methoxy(methyl)amino)-2-oxoethyl)carbamate (1 eq.) in TH...